Dataset: the Open Reaction Database (ORD), a public repository of structured organic reaction records. Task: describe an organic reaction: reactants, conditions, products, and yield Starting materials: CC(C)(C)OC(=O)N[C@H](CO)CCCC ((S)-2-[N-(2-methyl-2-propyloxycarbonyl)amino]hexanol), CC(C)(C)OC(=O)N[C@H](CO)C ((S)-2-[N-(2-methyl-2-propyloxycarbonyl) amino]propanol). Product: C1(CCCC1)NC(C([C@H](C)N)O)=O ((2RS,3S)-N-cyclopentyl-3-amino-2-hydroxybutanamide). The yield is 45.0%. RXN SMILES: CC(O[C:6]([NH:8][C@@H:9]([CH2:12][CH2:13][CH2:14][CH3:15])CO)=[O:7])(C)C.CC(OC([NH:23][C@@H:24]([CH3:27])[CH2:25][OH:26])=O)(C)C>>[CH:9]1([NH:8][C:6](=[O:7])[CH:25]([OH:26])[C@@H:24]([NH2:23])[CH3:27])[CH2:12][CH2:13][CH2:14][CH2:15]1. Procedure details: The same reaction procedure as in Reference Example 12 was repeated except that (S)-2-[N-(2-methyl-2-propyloxycarbonyl)amino]hexanol used in Reference Example 12 was replaced by 14.33 g of (S)-2-[N-(2-methyl-2-propyloxycarbonyl) amino]propanol, whereby 6.95 g of the captioned (2RS,3S)-N-cyclopentyl-3-amino-2-hydroxybutanamide was obtained in a yield of 45%. 1H-NMR (CDCl3, δ): 1.05 (3/2H, d, J=7 Hz), 1.15 (3/2H, d, J=7 Hz), 1.35-1.50 (2H, m), 1.55-1.76 (4H, m), 1.90-2.10 (2H, m), 3.31-3.41 (1/2H,...